This data is from the Open Reaction Database (ORD), a public repository of structured organic reaction records. The task is: describe an organic reaction: reactants, conditions, products, and yield Reactants: CCOC(=O)CC1CCCn2c1cc1cc(OCc3ccc(OCC)c(OCC)c3)ccc12, C1COCCO1, Cl, [Li+], [OH-]. The product is CCOc1ccc(COc2ccc3c(c2)cc2n3CCCC2CC(=O)O)cc1OCC. As a reaction SMILES: [CH2:1]([CH3:2])[O:3][c:4]1[cH:5][c:6]([CH2:7][O:8][c:9]2[cH:10][c:11]3[cH:12][c:13]4[n:14]([c:15]3[cH:16][cH:17]2)[CH2:18][CH2:19][CH2:20][CH:21]4[CH2:22][C:23](=[O:24])[O:25][CH2:26][CH3:27])[cH:28][cH:29][c:30]1[O:31][CH2:32][CH3:33].[CH2:37]1[O:38][CH2:39][CH2:40][O:41][CH2:42]1.[ClH:36].[Li+:35].[OH-:34]>>[CH2:1]([CH3:2])[O:3][c:4]1[cH:5][c:6]([CH2:7][O:8][c:9]2[cH:10][c:11]3[cH:12][c:13]4[n:14]([c:15]3[cH:16][cH:17]2)[CH2:18][CH2:19][CH2:20][CH:21]4[CH2:22][C:23](=[O:24])[OH:25])[cH:28][cH:29][c:30]1[O:31][CH2:32][CH3:33]. The reactants are C(C1=CC=CC=C1)OC(=O)N1CCC(CC1)C(=O)NS(=O)(=O)C (1-(Benzyloxycarbonyl)-4-(methylsulfonylaminocarbonyl)piperidine). As a reaction SMILES: C(OC([N:11]1[CH2:16][CH2:15][CH:14]([C:17]([NH:19][S:20]([CH3:23])(=[O:22])=[O:21])=[O:18])[CH2:13][CH2:12]1)=O)C1C=CC=CC=1>CO.[Pd]>[CH3:23][S:20]([NH:19][C:17]([CH:14]1[CH2:13][CH2:12][NH:11][CH2:16][CH2:15]1)=[O:18])(=[O:21])=[O:22]. The reagents and catalysts are [Pd] (Pd/C). Reported procedure: The 197 mg of the product from Step A was taken up in 5 mL of methanol and hydrogenated at 40 psi over 60 mg of 10% Pd/C for 16 hours. The catalyst was removed by filtration and the solvent was removed in vacuo to afford 49 mg of title compound. Product: CS(=O)(=O)NC(=O)C1CCNCC1 (4-(Methylsulfonylaminocarbonyl)piperidine). Run in CO (methanol). Yield: 41.0%. Reactants: CCO, N#Cc1ccc(-c2cc3nc(-c4ccncc4F)c(-c4cccnc4)nc3[nH]2)cc1, [Na+], [OH-]. Product: NC(=O)c1ccc(-c2cc3nc(-c4ccncc4F)c(-c4cccnc4)nc3[nH]2)cc1. RXN SMILES: [CH3:33][CH2:34][OH:35].[F:1][c:2]1[cH:3][n:4][cH:5][cH:6][c:7]1-[c:8]1[n:9][c:10]2[c:11]([n:12][c:13]1-[c:14]1[cH:15][n:16][cH:17][cH:18][cH:19]1)[nH:20][c:21](-[c:23]1[cH:24][cH:25][c:26]([C:27]#[N:28])[cH:29][cH:30]1)[cH:22]2.[Na+:32].[OH-:31]>>[F:1][c:2]1[cH:3][n:4][cH:5][cH:6][c:7]1-[c:8]1[n:9][c:10]2[c:11]([n:12][c:13]1-[c:14]1[cH:15][n:16][cH:17][cH:18][cH:19]1)[nH:20][c:21](-[c:23]1[cH:24][cH:25][c:26]([C:27]([NH2:28])=[O:31])[cH:29][cH:30]1)[cH:22]2.